Task: describe an organic reaction: reactants, conditions, products, and yield. Dataset: the Open Reaction Database (ORD), a public repository of structured organic reaction records Reactants: FC=1C=CC=C2CCNC12 (7-Fluoroindoline), BrN1C(CCC1=O)=O (N-bromosuccinimide). The solvent is C(C)#N (acetonitrile). Run at temperature 0 celsius, time 3 hour. Yields the product BrC=1C=C2CCNC2=C(C1)F (5-bromo-7-fluoroindoline). Yield: 60.7%. As a reaction SMILES: [F:1][C:2]1[CH:3]=[CH:4][CH:5]=[C:6]2[C:10]=1[NH:9][CH2:8][CH2:7]2.[Br:11]N1C(=O)CCC1=O>C(#N)C>[Br:11][C:4]1[CH:5]=[C:6]2[C:10](=[C:2]([F:1])[CH:3]=1)[NH:9][CH2:8][CH2:7]2. Procedure details: 7-Fluoroindoline (1.1 g, 8.0 mmol) was dissolved in acetonitrile (80 mL), cooled to 0° C., and N-bromosuccinimide (1.43 g, 8.0 mmol) was added. The mixture was warmed to 25° C. and stirred for 3 hours. The mixture was concentrated to 10 mL and diluted with ethyl acetate and washed with NaHCO3, water, brine, dried over anhydrous magnesium sulfate, and concentrated. Purification via Isco chromatography (the Redisep® column, silica, gradient 5%-15% ethyl acetate in hexane) afforded 5-bromo-7-fluoro...